Dataset: the Open Reaction Database (ORD), a public repository of structured organic reaction records. Task: describe an organic reaction: reactants, conditions, products, and yield The reactants are CC(C(=O)Nc1ccc(Br)[nH]c1=O)N(C)C(=O)OCc1ccccc1, CCOC(C)=O, CCN(C(C)C)C(C)C, O=C(c1ccc(F)cc1)c1cncc(CCl)c1, [I-], [Li+], COC(C)OC. The product is CC(C(=O)Nc1ccc(Br)n(Cc2cncc(C(=O)c3ccc(F)cc3)c2)c1=O)N(C)C(=O)OCc1ccccc1. RXN SMILES: [CH2:1]([c:2]1[cH:3][cH:4][cH:5][cH:6][cH:7]1)[O:8][C:9]([N:10]([CH3:11])[CH:12]([CH3:13])[C:14]([NH:15][c:16]1[c:17](=[O:23])[nH:18][c:19]([Br:22])[cH:20][cH:21]1)=[O:24])=[O:25].[CH3:60][CH2:61][O:62][C:63](=[O:64])[CH3:65].[CH:45]([N:46]([CH:47]([CH3:48])[CH3:49])[CH2:50][CH3:51])([CH3:52])[CH3:53].[F:28][c:29]1[cH:30][cH:31][c:32]([C:35](=[O:36])[c:37]2[cH:38][n:39][cH:40][c:41]([CH2:43][Cl:44])[cH:42]2)[cH:33][cH:34]1.[I-:26].[Li+:27].[O:54]([CH:55]([O:56][CH3:57])[CH3:58])[CH3:59]>>[CH2:1]([c:2]1[cH:3][cH:4][cH:5][cH:6][cH:7]1)[O:8][C:9]([N:10]([CH3:11])[CH:12]([CH3:13])[C:14]([NH:15][c:16]1[c:17](=[O:23])[n:18]([CH2:43][c:41]2[cH:40][n:39][cH:38][c:37]([C:35]([c:32]3[cH:31][cH:30][c:29]([F:28])[cH:34][cH:33]3)=[O:36])[cH:42]2)[c:19]([Br:22])[cH:20][cH:21]1)=[O:24])=[O:25]. Starting materials: Cl.NCC#N (aminoacetonitrile hydrochloride), [Na] (sodium), Cl.NO (hydroxylamine hydrochloride), [Na] (sodium), [H-].[Na+] (sodium hydride), COC(=O)C1=NN(C2=CC=CC=C12)CC1=CC=CC=C1 (1-Benzylindazole-3-carboxylic acid methyl ester). Run in CO (MeOH), CO (MeOH). Run at temperature 60 celsius. The product is C(C1=CC=CC=C1)N1N=C(C2=CC=CC=C12)C1=NC(=NO1)CN (1-Benzyl-3-[3-aminomethyl-1,2,4-oxadiazol-5-yl]indazole). Isolated yield 92.2%. As a reaction SMILES: Cl.[NH2:2][CH2:3][C:4]#[N:5].[Na].Cl.[NH2:8]O.[H-].[Na+].CO[C:14]([C:16]1[C:24]2[C:19](=[CH:20][CH:21]=[CH:22][CH:23]=2)[N:18]([CH2:25][C:26]2[CH:31]=[CH:30][CH:29]=[CH:28][CH:27]=2)[N:17]=1)=[O:15]>CO>[CH2:25]([N:18]1[C:19]2[C:24](=[CH:23][CH:22]=[CH:21][CH:20]=2)[C:16]([C:14]2[O:15][N:8]=[C:4]([CH2:3][NH2:2])[N:5]=2)=[N:17]1)[C:26]1[CH:31]=[CH:30][CH:29]=[CH:28][CH:27]=1 |f:0.1,3.4,5.6,^1:5|. Procedure: A solution of aminoacetonitrile hydrochloride (0.5 g, 5.4 mmol) and sodium (0.124 g, 5.4 mmol) in MeOH (15 mL) was added to a solution of hydroxylamine hydrochloride (0.37 g, 5.4 mmol) and sodium (0.124 g, 5.4 mmol) in MeOH. The reaction mixture was refluxed for 4 h then filtered and concentrated under reduced pressure. The crude material was taken up in dry THF (30 mL), sodium hydride (0.114 g, 60%, 2.86 mmol) was added and the reaction mixture heated at 60° C. 1-Benzylindazole-3-carboxylic aci... Starting materials: CNC (dimethylamine), C(C1=CC=CC=C1)(C1=CC=CC=C1)N1CC(C1)CS(=O)(=O)[O-] ((1-benzhydrylazetidin-3-yl)methanesulfonate), C(C1=CC=CC=C1)(C1=CC=CC=C1)N1CC(C1)CS(=O)(=O)[O-] ((1-benzhydrylazetidin-3-yl)methanesulfonate). Run in CC#N (CH3CN). Run at temperature 100 celsius. Yields the product C(C1=CC=CC=C1)(C1=CC=CC=C1)N1CC(C1)N(C)C (1-Benzhydryl-N,N-dimethylazetidin-3-amine). Isolated yield 92.0%. RXN SMILES: [CH3:1][NH:2][CH3:3].[CH:4]([N:17]1[CH2:20][CH:19](CS([O-])(=O)=O)[CH2:18]1)([C:11]1[CH:16]=[CH:15][CH:14]=[CH:13][CH:12]=1)[C:5]1[CH:10]=[CH:9][CH:8]=[CH:7][CH:6]=1>CC#N>[CH:4]([N:17]1[CH2:20][CH:19]([N:2]([CH3:3])[CH3:1])[CH2:18]1)([C:11]1[CH:16]=[CH:15][CH:14]=[CH:13][CH:12]=1)[C:5]1[CH:10]=[CH:9][CH:8]=[CH:7][CH:6]=1. Procedure details: Aqueous dimethylamine (1 L, 33%) was added to a solution of (1-benzhydrylazetidin-3-yl)methanesulfonate (Intermediate 30, 260 g, 0.82 mol) in CH3CN (1 L) and the mixture was refluxed at 100° C. overnight. The mixture was then cooled and the solvent was removed in vacuo. The mixture was partitioned between water (300 mL) and CH2Cl2 (300 mL) and the layers were separated. The aqueous phase was extracted with CH2Cl2 (3×500 mL). The combined organic solutions were dried (Na2SO4) and concentrated in ... The reactants are CC#N, CC(C)(C)OC(=O)NCCNc1c([N+](=O)[O-])c(Cl)nc2ccccc12. The product is CC(C)(C)OC(=O)NCCNc1c(N)c(Cl)nc2ccccc12. Reaction SMILES: [CH3:26][C:27]#[N:28].[Cl:1][c:2]1[n:3][c:4]2[cH:5][cH:6][cH:7][cH:8][c:9]2[c:10]([NH:15][CH2:16][CH2:17][NH:18][C:19]([O:20][C:21]([CH3:22])([CH3:23])[CH3:24])=[O:25])[c:11]1[N+:12]([O-:13])=[O:14]>>[Cl:1][c:2]1[n:3][c:4]2[cH:5][cH:6][cH:7][cH:8][c:9]2[c:10]([NH:15][CH2:16][CH2:17][NH:18][C:19]([O:20][C:21]([CH3:22])([CH3:23])[CH3:24])=[O:25])[c:11]1[NH2:12].